From a dataset of the Open Reaction Database (ORD), a public repository of structured organic reaction records. describe an organic reaction: reactants, conditions, products, and yield Reactants: CCCCCCCCCCCCCCCCN(C(C)=O)c1ccc(C=O)s1, [K+], O=[Mn](=O)(=O)[O-], O, c1ccncc1. Yields the product CCCCCCCCCCCCCCCCN(C(C)=O)c1ccc(C(=O)O)s1. Reaction SMILES: [CH:1](=[O:2])[c:3]1[cH:4][cH:5][c:6]([N:8]([C:9]([CH3:10])=[O:11])[CH2:12][CH2:13][CH2:14][CH2:15][CH2:16][CH2:17][CH2:18][CH2:19][CH2:20][CH2:21][CH2:22][CH2:23][CH2:24][CH2:25][CH2:26][CH3:27])[s:7]1.[K+:39].[Mn:34](=[O:35])([O-:36])(=[O:37])=[O:38].[OH2:40].[cH:28]1[cH:29][cH:30][n:31][cH:32][cH:33]1>>[C:1](=[O:2])([c:3]1[cH:4][cH:5][c:6]([N:8]([C:9]([CH3:10])=[O:11])[CH2:12][CH2:13][CH2:14][CH2:15][CH2:16][CH2:17][CH2:18][CH2:19][CH2:20][CH2:21][CH2:22][CH2:23][CH2:24][CH2:25][CH2:26][CH3:27])[s:7]1)[OH:35]. The product is CCOc1cc(N)c(C(=O)OC)cc1OC. Reaction SMILES: [CH2:1]([CH3:2])[O:3][c:4]1[cH:5][c:6]([N+:16]([O-:17])=[O:18])[c:7]([C:8](=[O:9])[O:10][CH3:11])[cH:12][c:13]1[O:14][CH3:15].[CH3:23][OH:24].[Cl-:19].[Fe:22].[NH4+:20].[OH2:21]>>[CH2:1]([CH3:2])[O:3][c:4]1[cH:5][c:6]([NH2:16])[c:7]([C:8](=[O:9])[O:10][CH3:11])[cH:12][c:13]1[O:14][CH3:15]. The reactants are CCOc1cc([N+](=O)[O-])c(C(=O)OC)cc1OC, CO, [Cl-], [Fe], [NH4+], O. Starting materials: C(#N)[C@H](C)NC(OC(C)(C)C)=O ((S)-tert-butyl 1-cyanoethylcarbamate), C(CCCCCCC)C1=CC=C(C(=O)O)C=C1 (4-octylbenzoic acid). The product is C(#N)[C@H](C)NC(C1=CC=C(C=C1)CCCCCCCC)=O ((S)—N-(1-cyanoethyl)-4-octylbenzamide). Isolated yield 42.9%. As a reaction SMILES: [C:1]([C@@H:3]([NH:5][C:6](=[O:12])OC(C)(C)C)[CH3:4])#[N:2].[CH2:13]([C:21]1[CH:29]=[CH:28][C:24](C(O)=O)=[CH:23][CH:22]=1)[CH2:14][CH2:15][CH2:16][CH2:17][CH2:18][CH2:19][CH3:20]>>[C:1]([C@@H:3]([NH:5][C:6](=[O:12])[C:24]1[CH:23]=[CH:22][C:21]([CH2:13][CH2:14][CH2:15][CH2:16][CH2:17][CH2:18][CH2:19][CH3:20])=[CH:29][CH:28]=1)[CH3:4])#[N:2]. Procedure: General procedure D was used to deprotect 2.8 mmols of 4 and immediately couple to 2.8 mmols of 2 using general procedure F. The product was purified using column chromatography using a solvent system of ethyl acetate and hexanes (1:3, Rf=0.5) to yield 0.340 g (1.2 mmols) of the desired product. 1H NMR (300 MHz, CDCl3) δ 7.71 (d, J=8.2, 2H), 7.23 (d, J=7.6, 2H), 6.75 (s, 1H), 5.27-5.06 (m, 1H), 2.71-2.55 (m, 2H), 1.64 (d, J=7.2, 2H), 1.61-1.53 (m, 1H), 1.35-1.13 (m, 10H), 0.87 (t, J=6.8, 3H). 13... Starting materials: CCCOCC1CCC(c2ccc(C(=O)Cl)cc2)CC1, Cc1ccccc1, N#Cc1c(F)cc(-c2ccc(O)cc2)cc1F, O, c1ccncc1. The product is CCCOCC1CCC(c2ccc(C(=O)Oc3ccc(-c4cc(F)c(C#N)c(F)c4)cc3)cc2)CC1. RXN SMILES: [CH2:31]([CH2:32][CH3:33])[O:34][CH2:35][CH:36]1[CH2:37][CH2:38][CH:39]([c:42]2[cH:43][cH:44][c:45]([C:46](=[O:47])[Cl:48])[cH:49][cH:50]2)[CH2:40][CH2:41]1.[CH3:24][c:25]1[cH:26][cH:27][cH:28][cH:29][cH:30]1.[F:1][c:2]1[cH:3][c:4](-[c:11]2[cH:12][cH:13][c:14]([OH:17])[cH:15][cH:16]2)[cH:5][c:6]([F:10])[c:7]1[C:8]#[N:9].[OH2:51].[cH:18]1[cH:19][cH:20][n:21][cH:22][cH:23]1>>[F:1][c:2]1[cH:3][c:4](-[c:11]2[cH:12][cH:13][c:14]([O:17][C:46]([c:45]3[cH:44][cH:43][c:42]([CH:39]4[CH2:38][CH2:37][CH:36]([CH2:35][O:34][CH2:31][CH2:32][CH3:33])[CH2:41][CH2:40]4)[cH:50][cH:49]3)=[O:47])[cH:15][cH:16]2)[cH:5][c:6]([F:10])[c:7]1[C:8]#[N:9].